This data is from the Open Reaction Database (ORD), a public repository of structured organic reaction records. The task is: describe an organic reaction: reactants, conditions, products, and yield Reactants: CC1CN(Cc2ccccc2)CCC1=O, Cc1cc2cccc(Br)c2o1. Product: Cc1cc2cccc(C3(O)CCN(Cc4ccccc4)CC3C)c2o1. Reaction SMILES: [CH2:12]([c:13]1[cH:14][cH:15][cH:16][cH:17][cH:18]1)[N:19]1[CH2:20][CH:21]([CH3:26])[C:22](=[O:25])[CH2:23][CH2:24]1.[CH3:1][c:2]1[o:3][c:4]2[c:5]([cH:6]1)[cH:7][cH:8][cH:9][c:10]2[Br:11]>>[CH3:1][c:2]1[o:3][c:4]2[c:5]([cH:6]1)[cH:7][cH:8][cH:9][c:10]2[C:22]1([OH:25])[CH:21]([CH3:26])[CH2:20][N:19]([CH2:12][c:13]2[cH:14][cH:15][cH:16][cH:17][cH:18]2)[CH2:24][CH2:23]1. Reactants: O=Cc1cc(OCc2ccc(F)cc2F)c(Br)c(=O)n1-c1c(F)cccc1F, C1CCOC1, CNC, CC(=O)O, ClCCl. The product is CN(C)Cc1cc(OCc2ccc(F)cc2F)c(Br)c(=O)n1-c1c(F)cccc1F. RXN SMILES: [Br:1][c:2]1[c:3]([O:19][CH2:20][c:21]2[c:22]([F:28])[cH:23][c:24]([F:27])[cH:25][cH:26]2)[cH:4][c:5]([CH:17]=[O:18])[n:6](-[c:9]2[c:10]([F:16])[cH:11][cH:12][cH:13][c:14]2[F:15])[c:7]1=[O:8].[CH2:29]1[O:30][CH2:31][CH2:32][CH2:33]1.[CH3:34][NH:35][CH3:36].[CH3:37][C:38](=[O:39])[OH:40].[Cl:41][CH2:42][Cl:43]>>[Br:1][c:2]1[c:3]([O:19][CH2:20][c:21]2[c:22]([F:28])[cH:23][c:24]([F:27])[cH:25][cH:26]2)[cH:4][c:5]([CH2:17][N:35]([CH3:34])[CH3:36])[n:6](-[c:9]2[c:10]([F:16])[cH:11][cH:12][cH:13][c:14]2[F:15])[c:7]1=[O:8]. Reaction conditions: time 4 hour. Reaction SMILES: [C:1]([C:3]1[CH:10]=[CH:9][C:6]([CH:7]=O)=[CH:5][CH:4]=1)#[N:2].[NH2:11][CH2:12][C:13]1[N:17]([CH2:18][CH2:19][NH:20][C:21](=[O:27])[O:22][C:23]([CH3:26])([CH3:25])[CH3:24])[N:16]=[C:15]([CH2:28][CH3:29])[C:14]=1[O:30][C:31]1[CH:36]=[C:35]([Cl:37])[CH:34]=[C:33]([Cl:38])[CH:32]=1.S([O-])([O-])(=O)=O.[Mg+2].[BH4-].[Na+]>CO.O.ClCCl>[C:1]([C:3]1[CH:10]=[CH:9][C:6]([CH2:7][NH:11][CH2:12][C:13]2[N:17]([CH2:18][CH2:19][NH:20][C:21](=[O:27])[O:22][C:23]([CH3:24])([CH3:25])[CH3:26])[N:16]=[C:15]([CH2:28][CH3:29])[C:14]=2[O:30][C:31]2[CH:32]=[C:33]([Cl:38])[CH:34]=[C:35]([Cl:37])[CH:36]=2)=[CH:5][CH:4]=1)#[N:2] |f:2.3,4.5|. Starting materials: NCC1=C(C(=NN1CCNC(OC(C)(C)C)=O)CC)OC1=CC(=CC(=C1)Cl)Cl (tert-Butyl 2-[5-(aminomethyl)-4-(3,5-dichlorophenoxy)-3-ethyl-1H-pyrazol-1-yl]ethylcarbamate), S(=O)(=O)([O-])[O-].[Mg+2] (magnesium sulphate), C(#N)C1=CC=C(C=O)C=C1 (4-cyanobenzaldehyde), [BH4-].[Na+] (sodium borohydride). Run in ClCCl (dichloromethane), CO (methanol), O (water). Reported procedure: A mixture of 4-cyanobenzaldehyde (50 mg, 0.380 mmol), the amine of Example 138 (172 mg, 0.400 mmol), magnesium sulphate (200 mg) and dichloromethane (4 ml) was stirred at room temperature for 4 days. The mixture was filtered and the filtrate was concentrated under reduced pressure to leave a yellow oil. The oil was dissolved in methanol (4 ml) and sodium borohydride (18 mg, 0.480 mmol) was added with vigorous stirring. Once the addition was complete the reaction was stirred for 4 hours and then ... Isolated yield 58.0%. Yields the product C(#N)C1=CC=C(CNCC2=C(C(=NN2CCNC(OC(C)(C)C)=O)CC)OC2=CC(=CC(=C2)Cl)Cl)C=C1 (tert-Butyl 2-[5-{[(4-cyanobenzyl)amino]methyl}-4-(3,5-dichlorophenoxy)-3-ethyl-1H-pyrazol-1-yl]ethylcarbamate). Reactants: F[C@H]1C[C@@H](O[C@@H]1CO)N1C=NC=2C(=O)NC(N)=NC12 (2′,3′-dideoxy-3′-fluoroguanosine), C(C1=CC=CC=C1)OC(=O)N[C@@H](C(C)C)C(=O)OCC(CC(=O)O)COC(CCCCCCCCCCCCCCCCC)=O (3-(N-benzyloxycarbonyl-L-valyloxymethyl)-4-stearoyloxy-butyric acid), CN(C)C1=NC=CC=C1 (dimethylaminopyridine), C1CCC(CC1)N=C=NC2CCCCC2 (DCC). Reagents/catalysts: C(C)(=O)O (acetic acid). Solvent: ClCCl (dichloromethane), CN(C)C=O (DMF). Conditions: time 2 day. Product: F[C@H]1C[C@@H](O[C@@H]1COC(CC(COC(CCCCCCCCCCCCCCCCC)=O)COC([C@@H](NC(=O)OCC1=CC=CC=C1)C(C)C)=O)=O)N1C=NC=2C(=O)NC(N)=NC12 (2′,3′-dideoxy-3′-fluoro-5′-O-[3-(N-benzyloxycarbonyl-L-valyloxymethyl)-4-stearoyloxy-butanoyl]guanosine). RXN SMILES: [F:1][C@@H:2]1[C@@H:6]([CH2:7][OH:8])[O:5][C@@H:4]([N:9]2[C:19]3[N:18]=[C:16]([NH2:17])[NH:15][C:13](=[O:14])[C:12]=3[N:11]=[CH:10]2)[CH2:3]1.[CH2:20]([O:27][C:28]([NH:30][C@H:31]([C:35]([O:37][CH2:38][CH:39]([CH2:44][O:45][C:46](=[O:64])[CH2:47][CH2:48][CH2:49][CH2:50][CH2:51][CH2:52][CH2:53][CH2:54][CH2:55][CH2:56][CH2:57][CH2:58][CH2:59][CH2:60][CH2:61][CH2:62][CH3:63])[CH2:40][C:41](O)=[O:42])=[O:36])[CH:32]([CH3:34])[CH3:33])=[O:29])[C:21]1[CH:26]=[CH:25][CH:24]=[CH:23][CH:22]=1.CN(C1C=CC=CN=1)C.C1CCC(N=C=NC2CCCCC2)CC1>CN(C=O)C.C(O)(=O)C.ClCCl>[F:1][C@@H:2]1[C@@H:6]([CH2:7][O:8][C:41](=[O:42])[CH2:40][CH:39]([CH2:38][O:37][C:35](=[O:36])[C@H:31]([CH:32]([CH3:33])[CH3:34])[NH:30][C:28]([O:27][CH2:20][C:21]2[CH:26]=[CH:25][CH:24]=[CH:23][CH:22]=2)=[O:29])[CH2:44][O:45][C:46](=[O:64])[CH2:47][CH2:48][CH2:49][CH2:50][CH2:51][CH2:52][CH2:53][CH2:54][CH2:55][CH2:56][CH2:57][CH2:58][CH2:59][CH2:60][CH2:61][CH2:62][CH3:63])[O:5][C@@H:4]([N:9]2[C:19]3[N:18]=[C:16]([NH2:17])[NH:15][C:13](=[O:14])[C:12]=3[N:11]=[CH:10]2)[CH2:3]1. Procedure: To a solution of 2′,3′-dideoxy-3′-fluoroguanosine (113 mg, 0.42 mmol) and 3-(N-benzyloxycarbonyl-L-valyloxymethyl)-4-stearoyloxy-butyric acid (140 mg, 0.21 mmol) in DMF (2 ml) were added dimethylaminopyridine (3 mg, 0.02 mmol) and DCC (52 mg, 0.25 mmol). After two days, dichloromethane (10 ml) and a few drops of acetic acid were added and the organic phase was filtered through Celite. The filtrate was washed with aqueous sodium hydrogen carbonate solution and the product 2′,3′-dideoxy-3′-fluoro-... The reactants are O1CCCC1 (tetrahydrofuran), C1(CC1)C1=CC(=CC(=N1)C(=O)N)C(F)(F)F (6-cyclopropyl-4-trifluoromethylpyridine-2-carboxamide), oxime, C(=O)(N1C=NC=C1)N1C=NC=C1 (1,1′-carbonyldiimidazole), N12CCCCCC2=NCCC1 (1,8-diazabicyclo[5,4,0]undec-7-ene), O (water). Conditions: time 2 hour. Yields the product C1(CC1)C1=CC(=CC(=N1)C=1NOC(N1)=O)C(F)(F)F (3-(6-cyclopropyl-4-trifluoromethylpyridin-2-yl)-1,2,4-oxadiazol-5-one). As a reaction SMILES: [O:1]1[CH2:5]CCC1.[CH:6]1([C:9]2[N:14]=[C:13]([C:15]([NH2:17])=O)[CH:12]=[C:11]([C:18]([F:21])([F:20])[F:19])[CH:10]=2)[CH2:8][CH2:7]1.C(N1C=CN=C1)([N:24]1C=CN=C1)=O.N12CCCN=C1CCCCC2.[OH2:45]>>[CH:6]1([C:9]2[N:14]=[C:13]([C:15]3[NH:24][O:45][C:5](=[O:1])[N:17]=3)[CH:12]=[C:11]([C:18]([F:21])([F:20])[F:19])[CH:10]=2)[CH2:8][CH2:7]1. Reported procedure: To 5 ml of tetrahydrofuran were added 0.6 g of 6-cyclopropyl-4-trifluoromethylpyridine-2-carboxamide=oxime and 0.56 g of 1,1′-carbonyldiimidazole, and the mixture was stirred at room temperature for 2 hours. Thereafter, 0.52 g of 1,8-diazabicyclo[5,4,0]undec-7-ene was added, and the mixture was stirred for 10 hours. To the reaction solution were added water and a 10% aqueous HCl solution, the resultant solution was extracted with ethyl acetate three times, and the organic layers were combined, d... As a reaction SMILES: Cl[C:2]1[NH:3][C:4]2[CH:10]=[CH:9][CH:8]=[CH:7][C:5]=2[N:6]=1.[F:11][C:12]1[CH:13]=[C:14]([CH:17]=[CH:18][C:19]=1[F:20])[CH2:15]Br.[F:21][C:22]1[CH:23]=[C:24]([CH:27]=[CH:28][C:29]=1[F:30])[CH2:25][NH2:26]>>[F:11][C:12]1[CH:13]=[C:14]([CH:17]=[CH:18][C:19]=1[F:20])[CH2:15][N:6]1[C:5]2[CH:7]=[CH:8][CH:9]=[CH:10][C:4]=2[N:3]=[C:2]1[NH:26][CH2:25][C:24]1[CH:27]=[CH:28][C:29]([F:30])=[C:22]([F:21])[CH:23]=1. Procedure details: The title compound was prepared by Procedure B in two steps from 2-chloro-benzimidazole, 3,4-difluorobenzyl bromide and 3,4-difluorobenzylamine. The product was isolated by column chromatography to give the title compound as the free base (oil). MS(ES+) m/z 386 ([M+1]+, 100). 1NMR (DMSO-d6) δ 4.59 (d, 2H), 5.30 (s, 2H), 6.87-6.97 (m, 3H), 7.16-7.49 (m, 8H). Yields the product FC=1C=C(CN2C(=NC3=C2C=CC=C3)NCC3=CC(=C(C=C3)F)F)C=CC1F (N-[1-(3,4-Difluorobenzyl)benzimidazol-2-yl]-3,4-difluorobenzylamine). Starting materials: ClC=1NC2=C(N1)C=CC=C2 (2-chloro-benzimidazole), FC=1C=C(CBr)C=CC1F (3,4-difluorobenzyl bromide), FC=1C=C(CN)C=CC1F (3,4-difluorobenzylamine).